Dataset: the Open Reaction Database (ORD), a public repository of structured organic reaction records. Task: describe an organic reaction: reactants, conditions, products, and yield Starting materials: C(C)(=O)[O-].[K+] (Potassium acetate), C(C)O (ethanol), NNC(=S)N (thiosemicarbazide), ClCC(CC(=O)OCC)=O (ethyl 4-chloroacetoacetate). The solvent is O (water). Yields the product N(N)C=1SC=C(N1)CC(=O)OCC (Ethyl 2-Hydrazinothiazole-4-acetate). As a reaction SMILES: C([O-])(=O)C.[K+].C(O)C.[NH2:9][NH:10][C:11]([NH2:13])=[S:12].Cl[CH2:15][C:16](=O)[CH2:17][C:18]([O:20][CH2:21][CH3:22])=[O:19]>O>[NH:10]([C:11]1[S:12][CH:15]=[C:16]([CH2:17][C:18]([O:20][CH2:21][CH3:22])=[O:19])[N:13]=1)[NH2:9] |f:0.1|. Reported procedure: Potassium acetate (1.3 g., 12.5 mmoles) was dissolved in 40 ml. of an aqueous ethanol mixture (1:1). With stirring, thiosemicarbazide (1.1 g., 12.5 mmoles) and ethyl 4-chloroacetoacetate (2.0 g., 12.5 mmoles) were introduced. After 3 hours of stirring at room temperature a red oil settled out. The reaction mixture was diluted with water and extracted several times with methylene chloride (total 100 ml.). Combined extracts were dried (calcium chloride), filtered, and concentrated under reduced pr...